Dataset: the Open Reaction Database (ORD), a public repository of structured organic reaction records. Task: describe an organic reaction: reactants, conditions, products, and yield The reactants are C(CCC)N1C(C(C2=CC=CC=C12)(CC(C1=NC=CC=C1)=O)O)=O (1-butyl-3-hydroxy-3-(2-oxo-2-(pyridin-2-yl)ethyl)indolin-2-one), C(C(C)C)N1C(C(C2=CC=CC=C12)=O)=O (1-isobutylindoline-2,3-dione), C(C)(=O)C1=NC=CC=C1 (2-acetyl pyridine). Product: OC1(C(N(C2=CC=CC=C12)CC(C)C)=O)CC(C1=NC=CC=C1)=O (3-hydroxy-1-isobutyl-3-(2-oxo-2-(pyridin-2-yl)ethyl)indolin-2-one). As a reaction SMILES: [CH2:1]([N:5]1[C:13]2[C:8](=[CH:9][CH:10]=[CH:11][CH:12]=2)[C:7]([OH:23])([CH2:14][C:15](=[O:22])[C:16]2[CH:21]=[CH:20][CH:19]=[CH:18][N:17]=2)[C:6]1=[O:24])CCC.[CH2:25](N1C2C(=CC=CC=2)C(=O)C1=O)[CH:26](C)[CH3:27].C(C1C=CC=CN=1)(=O)C>>[OH:23][C:7]1([CH2:14][C:15](=[O:22])[C:16]2[CH:21]=[CH:20][CH:19]=[CH:18][N:17]=2)[C:8]2[C:13](=[CH:12][CH:11]=[CH:10][CH:9]=2)[N:5]([CH2:1][CH:26]([CH3:27])[CH3:25])[C:6]1=[O:24]. Procedure: This compound was made in a similar manner to 1-butyl-3-hydroxy-3-(2-oxo-2-(pyridin-2-yl)ethyl)indolin-2-one using 1-isobutylindoline-2,3-dione and commercially available 2-acetyl pyridine (Fisher Scientific). 1H-NMR δ 8.70 (ddd, 1H), 8.13 (td, 1H), 7.92 (dd, 1H), 7.56 (ddd, 1H), 7.34-7.28 (m, 2H), 7.07-7.02 (m, 2H), 6.85 (d, 1H), 3.77 (d, 1H), 3.56-3.42 (m, 3H), 2.15 (m, 1H), 0.97 (dd, 6H). calculated mass for C19H20N2O3, 324.15. Observed, 325.1 (M+1).